Dataset: the Open Reaction Database (ORD), a public repository of structured organic reaction records. Task: describe an organic reaction: reactants, conditions, products, and yield Reactants: BrC1=C(C=C(C=O)C=C1)CN1CCSCC1 (4-bromo-3-(thiomorpholinomethyl)benzaldehyde), C[C@H]1N[C@H](CNC1)C ((2R,6S)-2,6-dimethylpiperazine), C(C)(=O)O[BH-](OC(C)=O)OC(C)=O.[Na+] (sodium triacetoxyborohydride). Run in ClCCl (dichloromethane), ClCCl (dichloromethane). Reaction conditions: time 2 hour. Yields the product BrC1=C(CN2CCSCC2)C=C(C=C1)CN1C[C@@H](N[C@@H](C1)C)C (4-(2-Bromo-5-(((3S,5R)-3,5-dimethylpiperazin-1-yl)methyl)benzyl)thiomorpholine). Reaction SMILES: [Br:1][C:2]1[CH:9]=[CH:8][C:5]([CH:6]=O)=[CH:4][C:3]=1[CH2:10][N:11]1[CH2:16][CH2:15][S:14][CH2:13][CH2:12]1.[CH3:17][C@@H:18]1[CH2:23][NH:22][CH2:21][C@H:20]([CH3:24])[NH:19]1.C(O[BH-](OC(=O)C)OC(=O)C)(=O)C.[Na+]>ClCCl>[Br:1][C:2]1[CH:9]=[CH:8][C:5]([CH2:6][N:22]2[CH2:21][C@@H:20]([CH3:24])[NH:19][C@@H:18]([CH3:17])[CH2:23]2)=[CH:4][C:3]=1[CH2:10][N:11]1[CH2:16][CH2:15][S:14][CH2:13][CH2:12]1 |f:2.3|. Procedure: To a solution of 4-bromo-3-(thiomorpholinomethyl)benzaldehyde (0.73 g, 2.43 mmol) in dichloromethane (24.32 ml) was added (2R,6S)-2,6-dimethylpiperazine (0.416 g, 3.65 mmol). The mixture was allowed to stir at RT for 40 minutes before sodium triacetoxyborohydride (0.773 g, 3.65 mmol) was added. The reaction was stirred at RT for 2 hours. The mixture was diluted with dichloromethane and washed with saturated NaHCO3(aq), dried (MgSO4) and evaporated to give the sub-title compound as a pale yellow ...